describe an organic reaction: reactants, conditions, products, and yield From a dataset of the Open Reaction Database (ORD), a public repository of structured organic reaction records. The reactants are [BH4-].[Na+] (sodium borohydride), [BH4-].[Na+] (sodium borohydride), [BH4-].[Na+] (sodium borohydride), [BH4-].[Na+] (sodium borohydride), C(C)(C)(C)OC(=O)N1C2CCC(C1=O)C2 (3-oxo-2-aza-bicyclo[2.2.1]heptane-2-carboxylic acid tert-butyl ester). Run in O (water), C1CCOC1 (THF). Conditions: temperature 0 celsius, time 30 minute. Product: C(C)(C)(C)OC(N[C@@H]1C[C@@H](CC1)CO)=O ((cis-3-hydroxymethyl-cyclopentyl)-carbamic acid tert-butyl ester). The yield is 90.8%. Reaction SMILES: [BH4-].[Na+].[C:3]([O:7][C:8]([N:10]1[C:15](=[O:16])[CH:14]2[CH2:17][CH:11]1[CH2:12][CH2:13]2)=[O:9])([CH3:6])([CH3:5])[CH3:4]>C1COCC1.O>[C:3]([O:7][C:8](=[O:9])[NH:10][C@H:11]1[CH2:12][CH2:13][C@@H:14]([CH2:15][OH:16])[CH2:17]1)([CH3:6])([CH3:4])[CH3:5] |f:0.1|. Procedure: In a round-bottomed flask, 3-oxo-2-aza-bicyclo[2.2.1]heptane-2-carboxylic acid tert-butyl ester (crude from Step 2, 1.87 g) was dissolved in THF (20 ml) and water (2 ml). The reaction mixture was cooled to 0° C. and sodium borohydride (301 mg, 7.97 mmol) was added. The reaction was stirred at 0° C. for 30 min then a second portion of sodium borohydride (301 mg, 7.97 mmol) was added. The reaction mixture was stirred at 0° C. for 7.5 h then a third portion of sodium borohydride (602 mg, 15.94 mmol... The reactants are Cl.COC([C@@H](N)C(C)C)=O (L-valine methyl ester hydrochloride), BrCC(=O)OCC1=CC=CC=C1 (benzyl bromoacetate), CN1CCOCC1 (4-methylmorpholine). The solvent is O1CCOCC1 (dioxane). Yields the product COC([C@@H](NCC(=O)OCC1=CC=CC=C1)C(C)C)=O (N-((Benzyloxycarbonyl)methyl)-valine Methyl Ester). Isolated yield 21.9%. Reaction SMILES: Cl.[CH3:2][O:3][C:4](=[O:10])[C@H:5]([CH:7]([CH3:9])[CH3:8])[NH2:6].Br[CH2:12][C:13]([O:15][CH2:16][C:17]1[CH:22]=[CH:21][CH:20]=[CH:19][CH:18]=1)=[O:14].CN1CCOCC1>O1CCOCC1>[CH3:2][O:3][C:4](=[O:10])[C@H:5]([CH:7]([CH3:9])[CH3:8])[NH:6][CH2:12][C:13]([O:15][CH2:16][C:17]1[CH:22]=[CH:21][CH:20]=[CH:19][CH:18]=1)=[O:14] |f:0.1|. Procedure: A solution of 2.12 g (12.6 mmol) of L-valine methyl ester hydrochloride, 2.0 ml (12.6 mmol) of benzyl bromoacetate, and 3.5 ml (31 mmol) of 4-methylmorpholine in 100 ml of dioxane was heated at reflux for 4 h. After being allowed to cool, the solution was concentrated in vacuo and partitioned between ether and water. The organic layer was dried over MgSO4 and concentrated in vacuo. Chromatography on silica gel using 20% ethyl acetate in hexane provided 0.77 g (22%) of the desired compound as a c... Starting materials: [OH-].[Na+] (sodium hydroxide), C(C)OC(=O)N1[C@@H](C[C@@H](C2=NC(=CC=C12)OC)NC1=NC(=C(C(=N1)OC)C(=O)OCC)CC1=CC(=CC(=C1)C(F)(F)F)C(F)(F)F)CC ((2R*,4S*)-4-{[3,5-bis(trifluoromethyl)benzyl]-(5-ethoxycarbonyl-methoxypyrimidin-2-yl)}amino-2-ethyl-6-methoxy-3,4-dihydro-2H-[1,5]naphthyridine-1-carboxylic acid ethyl ester), C(CC(O)(C(=O)O)CC(=O)O)(=O)O (citric acid). Solvent: CO (methanol). Reaction conditions: time 2 hour. Product: C(C)OC(=O)N1[C@@H](C[C@@H](C2=NC(=CC=C12)OC)NC1=NC=C(C(=N1)CC1=CC(=CC(=C1)C(F)(F)F)C(F)(F)F)OCC(=O)O)CC ((2R*,4S*)-4-{[3,5-bis(trifluoromethyl)benzyl]-(5-carboxymethoxypyrimidin-2-yl)}amino-2-ethyl-6-methoxy-3,4-dihydro-2H-[1,5]naphthyridine-1-carboxylic acid ethyl ester). Reaction SMILES: [CH2:1]([O:3][C:4]([N:6]1[C:15]2[C:10](=[N:11][C:12]([O:16][CH3:17])=[CH:13][CH:14]=2)[C@@H:9]([NH:18][C:19]2[N:24]=[C:23](OC)[C:22](C(OCC)=O)=[C:21]([CH2:32][C:33]3[CH:38]=[C:37]([C:39]([F:42])([F:41])[F:40])[CH:36]=[C:35]([C:43]([F:46])([F:45])[F:44])[CH:34]=3)[N:20]=2)[CH2:8][C@H:7]1[CH2:47][CH3:48])=[O:5])[CH3:2].[OH-].[Na+].C(O)(=O)C[C:53](CC(O)=O)([C:55]([OH:57])=[O:56])[OH:54]>CO>[CH2:1]([O:3][C:4]([N:6]1[C:15]2[C:10](=[N:11][C:12]([O:16][CH3:17])=[CH:13][CH:14]=2)[C@@H:9]([NH:18][C:19]2[N:20]=[C:21]([CH2:32][C:33]3[CH:38]=[C:37]([C:39]([F:40])([F:41])[F:42])[CH:36]=[C:35]([C:43]([F:45])([F:46])[F:44])[CH:34]=3)[C:22]([O:54][CH2:53][C:55]([OH:57])=[O:56])=[CH:23][N:24]=2)[CH2:8][C@H:7]1[CH2:47][CH3:48])=[O:5])[CH3:2] |f:1.2|. Reported procedure: (2R*,4S*)-4-{[3,5-bis(trifluoromethyl)benzyl]-(5-ethoxycarbonyl-methoxypyrimidin-2-yl)}amino-2-ethyl-6-methoxy-3,4-dihydro-2H-[1,5]naphthyridine-1-carboxylic acid ethyl ester (128 mg) is dissolved in methanol (3 ml), then thereto is added 1M aqueous sodium hydroxide solution (2 ml), and the mixture is stirred at room temperature for 2 hours. To the reaction mixture is added 10% aqueous citric acid solution, and the mixture is extracted with ethyl acetate. The organic layer is washed with a satur... Starting materials: O1CCN(CC1)C=1C=2N(N=CC1)C(=C(N2)\C=C\C2=NC=1CCCCC1C=C2)C2=CC=C(C(=O)OC(C)(C)C)C=C2 ((E)-tert-Butyl 4-(8-morpholino-2-(2-(5,6,7,8-tetrahydroquinolin-2-yl)vinyl)imidazo[1,2-b]pyridazin-3-yl)benzoate), CC1=CC=C(C=C1)S(=O)(=O)NN (4-methylbenzenesulfonohydrazide), C(C)(=O)[O-].[Na+] (sodium acetate). Run in COCCOC.O (DME water). The product is O1CCN(CC1)C=1C=2N(N=CC1)C(=C(N2)CCC2=NC=1CCCCC1C=C2)C2=CC=C(C(=O)OC(C)(C)C)C=C2 (tert-Butyl 4-(8-morpholino-2-(2-(5,6,7,8-tetrahydroquinolin-2-yl)ethyl)imidazo[1,2-b]pyridazin-3-yl)benzoate). Reaction SMILES: [O:1]1[CH2:6][CH2:5][N:4]([C:7]2[C:8]3[N:9]([C:13]([C:28]4[CH:40]=[CH:39][C:31]([C:32]([O:34][C:35]([CH3:38])([CH3:37])[CH3:36])=[O:33])=[CH:30][CH:29]=4)=[C:14](/[CH:16]=[CH:17]/[C:18]4[CH:27]=[CH:26][C:25]5[CH2:24][CH2:23][CH2:22][CH2:21][C:20]=5[N:19]=4)[N:15]=3)[N:10]=[CH:11][CH:12]=2)[CH2:3][CH2:2]1.CC1C=CC(S(NN)(=O)=O)=CC=1.C([O-])(=O)C.[Na+]>COCCOC.O>[O:1]1[CH2:6][CH2:5][N:4]([C:7]2[C:8]3[N:9]([C:13]([C:28]4[CH:29]=[CH:30][C:31]([C:32]([O:34][C:35]([CH3:36])([CH3:37])[CH3:38])=[O:33])=[CH:39][CH:40]=4)=[C:14]([CH2:16][CH2:17][C:18]4[CH:27]=[CH:26][C:25]5[CH2:24][CH2:23][CH2:22][CH2:21][C:20]=5[N:19]=4)[N:15]=3)[N:10]=[CH:11][CH:12]=2)[CH2:3][CH2:2]1 |f:2.3,4.5|. Procedure details: A mixture of compound 60a (60.0 mg, 0.112 mmol), 4-methylbenzenesulfonohydrazide (104 mg, 0.558 mmol) and sodium acetate (46.2 mg, 0.558 mmol) in 3.3 mL of 10:1 DME/water was refluxed for 4 h. After cooling to rt, the mixture was concentrated in vacuo and the residue was purified by flash column chromatography on silica gel (0:1-3:2 EtOAc/DCM) to afford compound 60b as a colorless oil. 1H-NMR (CDCl3; 400 MHz) δ 8.05 (d, J=8.6 Hz, 2H), 7.96 (d, J=5.6 Hz, 1H), 7.57 (d, J=8.6 Hz, 2H), 7.15 (d, J=7....